This data is from the Open Reaction Database (ORD), a public repository of structured organic reaction records. The task is: describe an organic reaction: reactants, conditions, products, and yield As a reaction SMILES: [Br:6][c:7]1[cH:8][n:9][cH:10][c:11]([C:13]([F:14])([F:15])[F:16])[cH:12]1.[CH2:19]1[O:20][CH2:21][CH2:22][CH2:23]1.[CH2:1]([Li:2])[CH2:3][CH2:4][CH3:5].[CH3:17][I:18]>>[CH3:1][c:12]1[c:7]([Br:6])[cH:8][n:9][cH:10][c:11]1[C:13]([F:14])([F:15])[F:16]. The reactants are FC(F)(F)c1cncc(Br)c1, C1CCOC1, [Li]CCCC, CI. Yields the product Cc1c(Br)cncc1C(F)(F)F. Reactants: CC(=O)O, [H][H], C(=Cc1nc2cnc3ccccc3c2s1)c1ccccc1. The product is c1ccc(CCc2nc3cnc4ccccc4c3s2)cc1. RXN SMILES: [CH3:24][C:25](=[O:26])[OH:27].[H:22][H:23].[c:1]1([CH:7]=[CH:8][c:9]2[s:10][c:11]3[c:12]([cH:13][n:14][c:15]4[cH:16][cH:17][cH:18][cH:19][c:20]34)[n:21]2)[cH:2][cH:3][cH:4][cH:5][cH:6]1>>[c:1]1([CH2:7][CH2:8][c:9]2[s:10][c:11]3[c:12]([cH:13][n:14][c:15]4[cH:16][cH:17][cH:18][cH:19][c:20]34)[n:21]2)[cH:2][cH:3][cH:4][cH:5][cH:6]1. Starting materials: N1=CC=CC=C1 (pyridine), OCC(CC1=CC=C(C=C1)OC)NC(C(=O)OC(C)(C)C)C(C)C (t-Butyl 2-(1-hydroxymethyl-2-(4-methoxyphenyl)ethylamino)-3-methylbutyrate), S(=O)(Cl)Cl (thionyl chloride). The solvent is C(Cl)Cl (CH2Cl2), C(Cl)Cl (CH2Cl2). Reaction conditions: temperature -78 celsius, time 1 hour. The product is COC1=CC=C(CC2N(S(OC2)=O)C(C(=O)OC(C)(C)C)C(C)C)C=C1 (t-Butyl 2-(4-(4-methoxybenzyl)-2-oxo-(1,2,3)oxathiazolidin-3-yl)-3-methylbutyrate). Isolated yield 8.2%. RXN SMILES: [OH:1][CH2:2][CH:3]([NH:13][CH:14]([CH:22]([CH3:24])[CH3:23])[C:15]([O:17][C:18]([CH3:21])([CH3:20])[CH3:19])=[O:16])[CH2:4][C:5]1[CH:10]=[CH:9][C:8]([O:11][CH3:12])=[CH:7][CH:6]=1.N1C=CC=CC=1.[S:31](Cl)(Cl)=[O:32]>C(Cl)Cl>[CH3:12][O:11][C:8]1[CH:9]=[CH:10][C:5]([CH2:4][CH:3]2[CH2:2][O:1][S:31](=[O:32])[N:13]2[CH:14]([CH:22]([CH3:24])[CH3:23])[C:15]([O:17][C:18]([CH3:19])([CH3:21])[CH3:20])=[O:16])=[CH:6][CH:7]=1. Reported procedure: t-Butyl 2-(1-hydroxymethyl-2-(4-methoxyphenyl)ethylamino)-3-methylbutyrate (2.49 g; 7.4 mmol) was dissolved in CH2Cl2 (180 ml). The reaction solution was cooled to −78° C. Then pyridine (3 ml; 37 mmol) was added and subsequently thionyl chloride (0.64 ml; 8.88 mmol) was added dropwise. The reaction mixture was stirred for 1 h, during which the temperature was allowed to reach 0° C. It was taken up in CH2Cl2 and washed with aqueous HCl (1%; 2×) and NaHCO3 solution. The organic phase was dried ove... Starting materials: COC1=CC=C(C=C1)N (p-anisidine), C([O-])([O-])=O.[K+].[K+] (potassium carbonate), CC(=CC(=O)Cl)C (dimethyl acryloyl chloride). Solvent: O (water), CC(=O)C (acetone). Run at temperature 0 celsius. Product: CC(=CC(=O)NC1=CC=C(C=C1)OC)C (3-methyl-N[4-(methyloxy)phenyl]-2-butenamide). The yield is 74.6%. Reaction SMILES: [CH3:1][O:2][C:3]1[CH:8]=[CH:7][C:6]([NH2:9])=[CH:5][CH:4]=1.C(=O)([O-])[O-].[K+].[K+].[CH3:16][C:17]([CH3:22])=[CH:18][C:19](Cl)=[O:20]>CC(C)=O.O>[CH3:16][C:17]([CH3:22])=[CH:18][C:19]([NH:9][C:6]1[CH:7]=[CH:8][C:3]([O:2][CH3:1])=[CH:4][CH:5]=1)=[O:20] |f:1.2.3|. Procedure details: A mixture of p-anisidine (10 g, 81 mmol, Aldrich) and potassium carbonate (13.5 g, 97.5 mmol, Aldrich) in acetone (125 mL) was cooled to 0° C. and treated with dimethyl acryloyl chloride (10.2 mL, 89.3 mmol). The mixture was allowed to warm to room temperature overnight. The reaction was diluted with water and extracted with dichloromethane. The organic layer was separated, dried over magnesium sulfate, filtered, concentrated, and purified by chromatography on SiO2 (0 to 100% ethyl acetate/dichl... Reaction conditions: time 15 minute. The solvent is O (water), C(C)(=O)O (acetic acid), C(C)OCC (diethyl ether), C(C)OCC (diethyl ether), mixture. The product is S1C=C(C=2C=NC=CC21)C=O (thieno[3,2-c]pyridine-3-carboxaldehyde). Procedure details: To 2.14 g of 3-bromothieno[3,2-c]pyridine prepared as described above was added 150 ml of dry diethyl ether. The solution was stirred at room temperature for 15 minutes after which the temperature was gradually reduced to -70° C. and 6.5 ml of n-butyl lithium (1.6 molar) was added. The mixture was stirred for 30 minutes at -70° C. at which time a solution of 0.8 ml DMF in 20 ml of diethyl ether was added. This mixture was then stirred for an additional 1 hour and then allowed to warm to 0° C. at... Starting materials: BrC1=CSC2=C1C=NC=C2 (3-bromothieno[3,2-c]pyridine), Cl (hydrochloric acid), C(CCC)[Li] (n-butyl lithium), CN(C)C=O (DMF). RXN SMILES: Br[C:2]1[C:6]2[CH:7]=[N:8][CH:9]=[CH:10][C:5]=2[S:4][CH:3]=1.C([Li])CCC.CN([CH:19]=[O:20])C.Cl>C(OCC)C.O.C(O)(=O)C>[S:4]1[C:5]2[CH:10]=[CH:9][N:8]=[CH:7][C:6]=2[C:2]([CH:19]=[O:20])=[CH:3]1. Reactants: BrC(C(=O)C1=CC=CC=C1)(C(COCC1=CC=CC=C1)OCC1=CC=CC=C1)Cl (α-bromo-2-chloro-3,4-dibenzyloxybutyrophenone), C(C1=CC=CC=C1)NC(C)C (N-benzylisopropylamine), C(C)#N (acetonitrile). The solvent is CCOCC (ether). The product is Cl.C(C1=CC=CC=C1)N(C(C(=O)C1=CC=CC=C1)(C(COCC1=CC=CC=C1)OCC1=CC=CC=C1)Cl)C(C)C (α-(N-benzylisopropylamino)-2-chloro-3,4-dibenzyloxybutyrophenone hydrochloride). RXN SMILES: Br[C:2]([Cl:29])([CH:11]([O:21][CH2:22][C:23]1[CH:28]=[CH:27][CH:26]=[CH:25][CH:24]=1)[CH2:12][O:13][CH2:14][C:15]1[CH:20]=[CH:19][CH:18]=[CH:17][CH:16]=1)[C:3]([C:5]1[CH:10]=[CH:9][CH:8]=[CH:7][CH:6]=1)=[O:4].[CH2:30]([NH:37][CH:38]([CH3:40])[CH3:39])[C:31]1[CH:36]=[CH:35][CH:34]=[CH:33][CH:32]=1.C(#N)C>CCOCC>[ClH:29].[CH2:30]([N:37]([CH:38]([CH3:40])[CH3:39])[C:2]([Cl:29])([CH:11]([O:21][CH2:22][C:23]1[CH:28]=[CH:27][CH:26]=[CH:25][CH:24]=1)[CH2:12][O:13][CH2:14][C:15]1[CH:20]=[CH:19][CH:18]=[CH:17][CH:16]=1)[C:3]([C:5]1[CH:10]=[CH:9][CH:8]=[CH:7][CH:6]=1)=[O:4])[C:31]1[CH:36]=[CH:35][CH:34]=[CH:33][CH:32]=1 |f:4.5|. Procedure details: A solution of 9.5 g. (0.02 m.) of the above α-bromobutyrophenone and 6.0 g. (0.04 m.) of N-benzylisopropylamine in 60 ml. of acetonitrile is stirred at 25°C. for 1 hour. The mixture is diluted with ether and filtered to remove N-benzylisopropylamine hydrobromide. The filtrate is treated with ethereal hydrogen chloride to give α-(N-benzylisopropylamino)-2-chloro-3,4-dibenzyloxybutyrophenone hydrochloride. The reactants are [Li]CCCC, CCCC[Sn](Cl)(CCCC)CCCC, C1CCOC1, CCCCCC, CN(C)P(=O)(N(C)C)N(C)C, [Cl-], [NH4+], ON=Cc1ncn2ccsc12. Yields the product CCCC[Sn](CCCC)(CCCC)c1cn2cnc(C=NO)c2s1. Reaction SMILES: [CH2:18]([Li:19])[CH2:20][CH2:21][CH3:22].[CH2:23]([CH2:24][CH2:25][CH3:26])[Sn:27]([CH2:28][CH2:29][CH2:30][CH3:31])([CH2:32][CH2:33][CH2:34][CH3:35])[Cl:36].[CH2:39]1[O:40][CH2:41][CH2:42][CH2:43]1.[CH3:12][CH2:13][CH2:14][CH2:15][CH2:16][CH3:17].[CH3:44][N:45]([P:46]([N:47]([CH3:48])[CH3:49])([N:50]([CH3:51])[CH3:52])=[O:53])[CH3:54].[Cl-:37].[NH4+:38].[OH:1][N:2]=[CH:3][c:4]1[n:5][cH:6][n:7]2[c:8]1[s:9][cH:10][cH:11]2>>[OH:1][N:2]=[CH:3][c:4]1[n:5][cH:6][n:7]2[c:8]1[s:9][c:10]([Sn:27]([CH2:23][CH2:24][CH2:25][CH3:26])([CH2:28][CH2:29][CH2:30][CH3:31])[CH2:32][CH2:33][CH2:34][CH3:35])[cH:11]2.